Dataset: the Open Reaction Database (ORD), a public repository of structured organic reaction records. Task: describe an organic reaction: reactants, conditions, products, and yield Starting materials: ClC1=C(C=C(C=C1)[N+](=O)[O-])C1=NC=C(C(=O)OC)C=C1 (methyl 6-(2-chloro-5-nitrophenyl)nicotinate), [Sn](Cl)Cl (Tin (II) Chloride), Cl (HCl). The solvent is CCO (EtOH). The product is NC=1C=CC(=C(C1)C1=NC=C(C(=O)OC)C=C1)Cl (methyl 6-(5-amino-2-chlorophenyl)nicotinate). Reaction SMILES: [Cl:1][C:2]1[CH:7]=[CH:6][C:5]([N+:8]([O-])=O)=[CH:4][C:3]=1[C:11]1[CH:20]=[CH:19][C:14]([C:15]([O:17][CH3:18])=[O:16])=[CH:13][N:12]=1.[Sn](Cl)Cl.Cl>CCO>[NH2:8][C:5]1[CH:6]=[CH:7][C:2]([Cl:1])=[C:3]([C:11]2[CH:20]=[CH:19][C:14]([C:15]([O:17][CH3:18])=[O:16])=[CH:13][N:12]=2)[CH:4]=1. Procedure details: 75 mL of (5-methylpyridin-2-yl)zinc(II) bromide was reacted with 4 g of 1-chloro-2-iodo-4-nitrobenzene via Procedure B. To 935 mg of 2-(2-chloro-5-nitrophenyl)-5-methylpyridine in 5 mL of Sulfuric Acid was slowly added 2.25 g of Chromium (III) Oxide and the reaction was stirred for several hours at room temperature until complete. Icewater was added to dilute the reaction and the aqueous layer was extracted 3 times with Ethyl Acetate. The organic layers were combined, dried over Magnesium Sulfat... Starting materials: Cl(=O)[O-].[Na+] (Sodium chlorite), CC(C)=CC (2-methyl-2-butene), P(=O)(O)(O)[O-].[Na+] (sodium dihydrogen phosphate), CC1=NC=C(C(=N1)C)OC[C@@]1([C@@H](C1)C=O)C1=CC(=C(C=C1)OCOC)F ((1R,2S)-2-{[(2,4-dimethylpyrimidin-5-yl)oxy]methyl}-2-[3-fluoro-4-(methoxymethoxy)phenyl]cyclopropanecarbaldehyde). Solvent: O (Water), CC(=O)C.O (acetone water). Run at time 15 hour. The product is CC1=NC=C(C(=N1)C)OC[C@@]1([C@@H](C1)C(=O)O)C1=CC(=C(C=C1)OCOC)F ((1R,2S)-2-{[(2,4-dimethylpyrimidin-5-yl)oxy]methyl}-2-[3-fluoro-4-(methoxymethoxy)phenyl]cyclopropanecarboxylic acid). Isolated yield 56.1%. Reaction SMILES: CC(=CC)C.P([O-])(O)(O)=O.[Na+].[CH3:12][C:13]1[N:18]=[C:17]([CH3:19])[C:16]([O:20][CH2:21][C@@:22]2([C:27]3[CH:32]=[CH:31][C:30]([O:33][CH2:34][O:35][CH3:36])=[C:29]([F:37])[CH:28]=3)[CH2:24][C@H:23]2[CH:25]=[O:26])=[CH:15][N:14]=1.Cl([O-])=[O:39].[Na+]>O.CC(C)=O.O>[CH3:12][C:13]1[N:18]=[C:17]([CH3:19])[C:16]([O:20][CH2:21][C@@:22]2([C:27]3[CH:32]=[CH:31][C:30]([O:33][CH2:34][O:35][CH3:36])=[C:29]([F:37])[CH:28]=3)[CH2:24][C@H:23]2[C:25]([OH:39])=[O:26])=[CH:15][N:14]=1 |f:1.2,4.5,7.8|. Procedure details: 2-methyl-2-butene (11.5 ml) and sodium dihydrogen phosphate (3.89 g) were added to an acetone-water (100 ml-25 ml) solution of the compound 321-7 (7.8 g). The reaction solution was cooled on ice. Sodium chlorite (3.91 g) was added to the reaction solution, and the obtained mixture was stirred at room temperature for 15 hours. Water was added to the reaction solution, and the mixture was extracted with ethyl acetate. The obtained organic layer was dried over magnesium sulfate and concentrated und...